From a dataset of the Open Reaction Database (ORD), a public repository of structured organic reaction records. describe an organic reaction: reactants, conditions, products, and yield Reactants: BrCc1ccc2ccccc2c1, CC(C)(C)OC(=O)N1CCC(c2ccc(OCCCOCc3ccccc3)nc2)C(O)C1, CC(C)(C)OC(=O)N1CCC(O)(c2ccc(OCCCOCc3ccccc3)nc2)CC1. Product: CC(C)(C)OC(=O)N1CCC(c2ccc(OCCCOCc3ccccc3)nc2)C(OCc2ccc3ccccc3c2)C1. As a reaction SMILES: [Br:65][CH2:66][c:67]1[cH:68][c:69]2[cH:70][cH:71][cH:72][cH:73][c:74]2[cH:75][cH:76]1.[CH2:1]([c:2]1[cH:3][cH:4][cH:5][cH:6][cH:7]1)[O:8][CH2:9][CH2:10][CH2:11][O:12][c:13]1[cH:14][cH:15][c:16]([CH:19]2[CH:20]([OH:32])[CH2:21][N:22]([C:25](=[O:26])[O:27][C:28]([CH3:29])([CH3:30])[CH3:31])[CH2:23][CH2:24]2)[cH:17][n:18]1.[CH2:33]([O:34][CH2:35][CH2:36][CH2:37][O:38][c:39]1[n:40][cH:41][c:42]([C:43]2([OH:44])[CH2:45][CH2:46][N:47]([C:48]([O:49][C:50]([CH3:51])([CH3:52])[CH3:53])=[O:54])[CH2:55][CH2:56]2)[cH:57][cH:58]1)[c:59]1[cH:60][cH:61][cH:62][cH:63][cH:64]1>>[CH2:1]([c:2]1[cH:3][cH:4][cH:5][cH:6][cH:7]1)[O:8][CH2:9][CH2:10][CH2:11][O:12][c:13]1[cH:14][cH:15][c:16]([CH:19]2[CH:20]([O:32][CH2:66][c:67]3[cH:68][c:69]4[cH:70][cH:71][cH:72][cH:73][c:74]4[cH:75][cH:76]3)[CH2:21][N:22]([C:25](=[O:26])[O:27][C:28]([CH3:29])([CH3:30])[CH3:31])[CH2:23][CH2:24]2)[cH:17][n:18]1. The reactants are C(CCC)C1=CC=C(S1)C(C(=O)C1=CC=CC=C1)=O (1-(5-butyl-thiophen-2-yl)-2-phenyl-ethane-1,2-dione), C(C)O (ethanol), C(=O)([O-])[O-].[K+].[K+] (K2CO3), Cl.CNC(=N)N (1-methylguanidine hydrochloride). The solvent is O (water). The product is NC1=NC(C(N1C)=O)(C1=CC=CC=C1)C=1SC(=CC1)CCCC (2-Amino-5-(5-butylthien-2-yl)-3-methyl-5-phenyl-3,5-dihydro-4H-imidazol-4-one). RXN SMILES: [CH2:1]([C:5]1[S:9][C:8]([C:10](=O)[C:11]([C:13]2[CH:18]=[CH:17][CH:16]=[CH:15]C=2)=O)=[CH:7][CH:6]=1)[CH2:2][CH2:3][CH3:4].[CH2:20]([OH:22])C.Cl.[CH3:24][NH:25][C:26]([NH2:28])=[NH:27].C([O-])([O-])=O.[K+].[K+]>O>[NH2:28][C:26]1[N:25]([CH3:24])[C:20](=[O:22])[C:10]([C:8]2[S:9][C:5]([CH2:1][CH2:2][CH2:3][CH3:4])=[CH:6][CH:7]=2)([C:11]2[CH:13]=[CH:18][CH:17]=[CH:16][CH:15]=2)[N:27]=1 |f:2.3,4.5.6|. Reported procedure: 1-(5-butyl-thiophen-2-yl)-2-phenyl-ethane-1,2-dione was dissolved in a solution containing ethanol (15 mL) and water (3 mL). Into this mixture was added 1-methylguanidine hydrochloride (0.32 g, 3 mmol), and followed by K2CO3 (1.2 g, 0.9 mmol). The reaction was set to reflux 3 h, and then cooled to room temperature and the ethanol removed under reduced pressure. The crude product was taken in water (50 mL) and extracted with CHCl3 (3×). The organic layers were separated and combined, then dried o...